Dataset: the Open Reaction Database (ORD), a public repository of structured organic reaction records. Task: describe an organic reaction: reactants, conditions, products, and yield The reactants are COC(=O)C1=C(C2=C(S1)C=C(C(=C2)OC)OCC2=CC=CC=C2)Cl (3-Chloro-6-benzyloxy-5-methoxy-benzo[b]thiophene-2-carboxylic acid methyl ester), [OH-].[Na+] (sodium hydroxide). Solvent: CO (methanol). Reaction conditions: temperature 21 celsius. The product is ClC=1C2=C(SC1)C=C(C(=C2)OC)O (3-Chloro-6-hydroxy-5-methoxy-benzo[b]thiophene). As a reaction SMILES: COC([C:5]1[S:9][C:8]2[CH:10]=[C:11]([O:16]CC3C=CC=CC=3)[C:12]([O:14][CH3:15])=[CH:13][C:7]=2[C:6]=1[Cl:24])=O.[OH-].[Na+]>CO>[Cl:24][C:6]1[C:7]2[CH:13]=[C:12]([O:14][CH3:15])[C:11]([OH:16])=[CH:10][C:8]=2[S:9][CH:5]=1 |f:1.2|. Reported procedure: 3-Chloro-6-benzyloxy-5-methoxy-benzo[b]thiophene-2-carboxylic acid methyl ester (1.33 g), methanol (27 ml) and 5M sodium hydroxide (27 ml) were refluxed for 2.5 hours. Methanol was evaporated and the resultant solid was filtered. The solid was dissolved in water and acidified with concentrated hydrochloric acid. The mixture was stirred in an ice-water bath, filtered and dried in vacuum. The resultant solid, copper (0.17 g) and quinoline (10.6 ml) were heated at 21° C. for one hour. To the cooled... Reactants: CCCCCCCn1cc(CNc2ccc(C(C)C)cc2)cn1, CC(C)c1cccc(C(C)C)c1N=C=O. The product is CCCCCCCn1cc(CN(C(=O)Nc2c(C(C)C)cccc2C(C)C)c2ccc(C(C)C)cc2)cn1. RXN SMILES: [CH2:1]([CH2:2][CH2:3][CH2:4][CH2:5][CH2:6][CH3:7])[n:8]1[n:9][cH:10][c:11]([CH2:13][NH:14][c:15]2[cH:16][cH:17][c:18]([CH:21]([CH3:22])[CH3:23])[cH:19][cH:20]2)[cH:12]1.[CH:24]([CH3:25])([CH3:26])[c:27]1[c:28]([N:36]=[C:37]=[O:38])[c:29]([CH:33]([CH3:34])[CH3:35])[cH:30][cH:31][cH:32]1>>[CH2:1]([CH2:2][CH2:3][CH2:4][CH2:5][CH2:6][CH3:7])[n:8]1[n:9][cH:10][c:11]([CH2:13][N:14]([c:15]2[cH:16][cH:17][c:18]([CH:21]([CH3:22])[CH3:23])[cH:19][cH:20]2)[C:37]([NH:36][c:28]2[c:27]([CH:24]([CH3:25])[CH3:26])[cH:32][cH:31][cH:30][c:29]2[CH:33]([CH3:34])[CH3:35])=[O:38])[cH:12]1. Reactants: COC(=O)c1ccc2c(C3CCCCC3)c(-c3cccc(NC(C)=O)c3NC(=O)CCl)[nH]c2c1, [H-], [Na+], CN(C)C=O. Yields the product COC(=O)c1ccc2c(C3CCCCC3)c3n(c2c1)CC(=O)Nc1c(NC(C)=O)cccc1-3. As a reaction SMILES: [C:3]([CH3:4])(=[O:5])[NH:6][c:7]1[c:8]([NH:32][C:33]([CH2:34][Cl:35])=[O:36])[c:9](-[c:13]2[nH:14][c:15]3[cH:16][c:17]([C:28](=[O:29])[O:30][CH3:31])[cH:18][cH:19][c:20]3[c:21]2[CH:22]2[CH2:23][CH2:24][CH2:25][CH2:26][CH2:27]2)[cH:10][cH:11][cH:12]1.[H-:2].[Na+:1].[O:37]=[CH:38][N:39]([CH3:40])[CH3:41]>>[C:3]([CH3:4])(=[O:5])[NH:6][c:7]1[c:8]2[c:9]([cH:10][cH:11][cH:12]1)-[c:13]1[n:14]([c:15]3[cH:16][c:17]([C:28](=[O:29])[O:30][CH3:31])[cH:18][cH:19][c:20]3[c:21]1[CH:22]1[CH2:23][CH2:24][CH2:25][CH2:26][CH2:27]1)[CH2:34][C:33](=[O:36])[NH:32]2. The reactants are [N+](=O)([O-])C=1C=C(C=CC1)S (3-nitrophenylmercaptan), BrC=1C=NC=CC1 (3-bromopyridine), O=C1C(CCCC1)C(=O)OCC (ethyl 2-oxocyclohexylformate), C([O-])([O-])=O.[Cs+].[Cs+] (cesium carbonate). The reagents and catalysts are [Cu](I)I (copper iodide). Run in CS(=O)C (DMSO). The product is [N+](=O)([O-])C=1C=C(C=CC1)SC=1C=NC=CC1 (3-(3-nitrophenylthio)pyridine). The yield is 43.1%. Reaction SMILES: [N+:1]([C:4]1[CH:5]=[C:6]([SH:10])[CH:7]=[CH:8][CH:9]=1)([O-:3])=[O:2].Br[C:12]1[CH:13]=[N:14][CH:15]=[CH:16][CH:17]=1.O=C1CCCCC1C(OCC)=O.C(=O)([O-])[O-].[Cs+].[Cs+]>CS(C)=O.[Cu](I)I>[N+:1]([C:4]1[CH:5]=[C:6]([S:10][C:12]2[CH:13]=[N:14][CH:15]=[CH:16][CH:17]=2)[CH:7]=[CH:8][CH:9]=1)([O-:3])=[O:2] |f:3.4.5|. Reported procedure: 3-nitrophenylmercaptan (5 g, 32 mmol), 3-bromopyridine (6.1 g, 38.6 mmol), ethyl 2-oxocyclohexylformate (1.1 g, 6.5 mmol), copper iodide (608 mg, 4.2 mmol), cesium carbonate (2.3 g, 70.6 mmol) were dissolved in 500 ml of DMSO, reacted under microwaves at 100° C. for 8 h. After being extracted with water and DCM, the organic phase was dried and separated with column chromatography to obtain an object product 3.2 g. The reactants are CC(=O)c1nccc2ccccc12, CC(=O)[O-], CO, NO, [Na+], O. The product is CC(=NO)c1nccc2ccccc12. As a reaction SMILES: [C:1]([CH3:2])(=[O:3])[c:4]1[n:5][cH:6][cH:7][c:8]2[cH:9][cH:10][cH:11][cH:12][c:13]12.[CH3:17][C:18](=[O:19])[O-:20].[CH3:21][OH:22].[NH2:14][OH:15].[Na+:16].[OH2:23]>>[C:1]([CH3:2])([c:4]1[n:5][cH:6][cH:7][c:8]2[cH:9][cH:10][cH:11][cH:12][c:13]12)=[N:14][OH:15]. Reactants: C1(CCCCCCCCCCC1)=NO (cyclododecanone oxime), C1(CCCCC1)N=C=NC1CCCCC1 (dicyclohexylcarbodiimide), potassium-t-butylate. Run in CCCCCC (hexane). Conditions: temperature 50 celsius, time 23 hour. The product is C1(CCCCC1)NC(ON=C1CCCCCCCCCCC1)=NC1CCCCC1 (1,3-dicyclohexyl-O—(N-cyclododecanylideneamino)-isourea). The yield is 43.1%. RXN SMILES: [C:1]1(=[N:13][OH:14])[CH2:12][CH2:11][CH2:10][CH2:9][CH2:8][CH2:7][CH2:6][CH2:5][CH2:4][CH2:3][CH2:2]1.[CH:15]1([N:21]=[C:22]=[N:23][CH:24]2[CH2:29][CH2:28][CH2:27][CH2:26][CH2:25]2)[CH2:20][CH2:19][CH2:18][CH2:17][CH2:16]1>CCCCCC>[CH:24]1([NH:23][C:22](=[N:21][CH:15]2[CH2:20][CH2:19][CH2:18][CH2:17][CH2:16]2)[O:14][N:13]=[C:1]2[CH2:12][CH2:11][CH2:10][CH2:9][CH2:8][CH2:7][CH2:6][CH2:5][CH2:4][CH2:3][CH2:2]2)[CH2:25][CH2:26][CH2:27][CH2:28][CH2:29]1. Reported procedure: A mixture of cyclododecanone oxime (19.73 g, 100 mmol), dicyclohexylcarbodiimide (20.63 g, 100 mmol) and potassium-t-butylate (0.12 g) in hexane (75 ml) is stirred 23 h at 50° C. under argon. The mixture is then allowed to crystallize overnight at −18° C. The solid is filtered off and recrystallized from dichloromethane-hexane to afford 17.4 g of the title compound as white solid, mp. 108-111° C. The reactants are CCCCc1ccc(C(=O)c2ccc(OC)cc2)cc1, C[S-], CN(C)C=O, [Na+]. The product is CCCCc1ccc(C(=O)c2ccc(O)cc2)cc1. RXN SMILES: [CH3:1][O:2][c:3]1[cH:4][cH:5][c:6]([C:9](=[O:10])[c:11]2[cH:12][cH:13][c:14]([CH2:17][CH2:18][CH2:19][CH3:20])[cH:15][cH:16]2)[cH:7][cH:8]1.[CH3:21][S-:22].[CH3:24][N:25]([CH3:26])[CH:27]=[O:28].[Na+:23]>>[OH:2][c:3]1[cH:4][cH:5][c:6]([C:9](=[O:10])[c:11]2[cH:12][cH:13][c:14]([CH2:17][CH2:18][CH2:19][CH3:20])[cH:15][cH:16]2)[cH:7][cH:8]1. Starting materials: O=C([O-])O, C1CN1, [Na+], [Na+], [OH-], O, O=C(Cl)c1cccs1. The product is O=C(c1cccs1)N1CC1. Reaction SMILES: [C:4](=[O:5])([O-:6])[OH:7].[CH2:1]1[CH2:2][NH:3]1.[Na+:18].[Na+:8].[OH-:17].[OH2:19].[s:9]1[c:10]([C:14](=[O:15])[Cl:16])[cH:11][cH:12][cH:13]1>>[CH2:1]1[CH2:2][N:3]1[C:14]([c:10]1[s:9][cH:13][cH:12][cH:11]1)=[O:15]. The reactants are C(C)(=O)NC1=C(C=C(C=C1)S(=O)CC#C)[N+](=O)[O-] (1-acetamido-2-nitro-4-propargylsulfinylbenzene), CO (methanol), ferrous sulfate. The reagents and catalysts are [Fe] (iron). Run in O (water). The product is C(C)(=O)NC1=C(C=C(C=C1)S(=O)CC#C)N (1-acetamido-2-amino-4-propargylsulfinylbenzene). Reaction SMILES: [C:1]([NH:4][C:5]1[CH:10]=[CH:9][C:8]([S:11]([CH2:13][C:14]#[CH:15])=[O:12])=[CH:7][C:6]=1[N+:16]([O-])=O)(=[O:3])[CH3:2].CO>[Fe].O>[C:1]([NH:4][C:5]1[CH:10]=[CH:9][C:8]([S:11]([CH2:13][C:14]#[CH:15])=[O:12])=[CH:7][C:6]=1[NH2:16])(=[O:3])[CH3:2]. Reported procedure: 2 G. of 1-acetamido-2-nitro-4-propargylsulfinylbenzene is treated in a refluxing mixture of 160 ml. methanol and 40 ml. water with 4 g. iron powder (added in two portions) and 1 g. ferrous sulfate for four hours. The mixture is filtered, and the filtrated concentrated. The residue is dissolved in chloroform and washed with water, then the solvent evaporated affording 1-acetamido-2-amino-4-propargylsulfinylbenzene. The product is O=C(O)C(=O)O, N#Cc1ccc(Cl)cc1OC(CCCNCCCO)c1ccccc1. The reactants are O=C(O)C(=O)O, CNCCCC(Oc1cc(Cl)ccc1C#N)c1ccccc1, NCCCO. Reaction SMILES: [C:1]([C:2](=[O:3])[OH:4])(=[O:5])[OH:6].[Cl:7][c:8]1[cH:9][c:10]([O:16][CH:17]([CH2:18][CH2:19][CH2:20][NH:21][CH3:22])[c:23]2[cH:24][cH:25][cH:26][cH:27][cH:28]2)[c:11]([C:12]#[N:13])[cH:14][cH:15]1.[NH2:29][CH2:30][CH2:31][CH2:32][OH:33]>>[C:1]([C:2](=[O:3])[OH:4])(=[O:5])[OH:6].[Cl:7][c:8]1[cH:9][c:10]([O:16][CH:17]([CH2:18][CH2:19][CH2:20][NH:21][CH2:22][CH2:31][CH2:32][OH:33])[c:23]2[cH:24][cH:25][cH:26][cH:27][cH:28]2)[c:11]([C:12]#[N:13])[cH:14][cH:15]1.